Dataset: the Open Reaction Database (ORD), a public repository of structured organic reaction records. Task: describe an organic reaction: reactants, conditions, products, and yield The reactants are N(=C=O)C1=C(C(=O)N(C)C)C=C(C=C1)C=1C=C2C(=NC1)N(C=C2C2=C(C=CC=C2)OC)S(=O)(=O)C2=CC=C(C=C2)C (2-isocyanato-5-[3-(2-methoxy-phenyl)-1-(toluene-4-sulfonyl)-1H-pyrrolo[2,3-b]pyridin-5-yl]-N,N-dimethyl-benzamide), N1CCOCC1 (morpholine). Run in C(Cl)Cl (methylene chloride). Product: CN(C(=O)C1=C(C=CC(=C1)C=1C=C2C(=NC1)NC=C2C2=C(C=CC=C2)OC)NC(=O)N2CCOCC2)C (morpholine-4-carboxylic acid {2-dimethylcarbamoyl-4-[3-(2-methoxy-phenyl)-1H-pyrrolo[2,3-b]pyridin-5-yl]phenyl}-amide). The yield is 24.5%. RXN SMILES: [N:1]([C:4]1[CH:14]=[CH:13][C:12]([C:15]2[CH:16]=[C:17]3[C:23]([C:24]4[CH:29]=[CH:28][CH:27]=[CH:26][C:25]=4[O:30][CH3:31])=[CH:22][N:21](S(C4C=CC(C)=CC=4)(=O)=O)[C:18]3=[N:19][CH:20]=2)=[CH:11][C:5]=1[C:6]([N:8]([CH3:10])[CH3:9])=[O:7])=[C:2]=[O:3].[NH:42]1[CH2:47][CH2:46][O:45][CH2:44][CH2:43]1>C(Cl)Cl>[CH3:10][N:8]([CH3:9])[C:6]([C:5]1[CH:11]=[C:12]([C:15]2[CH:16]=[C:17]3[C:23]([C:24]4[CH:29]=[CH:28][CH:27]=[CH:26][C:25]=4[O:30][CH3:31])=[CH:22][NH:21][C:18]3=[N:19][CH:20]=2)[CH:13]=[CH:14][C:4]=1[NH:1][C:2]([N:42]1[CH2:47][CH2:46][O:45][CH2:44][CH2:43]1)=[O:3])=[O:7]. Procedure details: Into a 3 mL reaction vial were added 2-isocyanato-5-[3-(2-methoxy-phenyl)-1-(toluene-4-sulfonyl)-1H-pyrrolo[2,3-b]pyridin-5-yl]-N,N-dimethyl-benzamide (48 mg, 0.085 mmol), methylene chloride (1 mL) and morpholine (40 μL, 0.455 mmol, pre-treated with molecular sieves). The solution was stirred at room temperature for at least 12 h and monitored by HPLC. The reaction mixture was concentrated then re-dissolved in MeOH (1 mL), and cooled to 0° C. and treated with 100 μL 50% (w/w) aqueous KOH for 30 ...